Dataset: the Open Reaction Database (ORD), a public repository of structured organic reaction records. Task: describe an organic reaction: reactants, conditions, products, and yield Starting materials: O.O.[Sn](Cl)(Cl)(Cl)Cl (tin chloride dihydrate), [N+](=O)([O-])C1=CC=C(C=C1)C(=O)N1CCN(CC1)C1=CC=CC=C1 ((4-nitro-phenyl)-(4-phenyl-piperazin-1-yl)-methanone). Solvent: Cl (hydrochloric acid), C(C)OCC (diethyl ether). Reaction conditions: time 1 hour. The product is NC1=CC=C(C=C1)C(=O)N1CCN(CC1)C1=CC=CC=C1 ((4-Amino-phenyl)-(4-phenyl-piperazin-1-yl)-methanone). The yield is 74.1%. As a reaction SMILES: O.O.[Sn](Cl)(Cl)(Cl)Cl.[N+:8]([C:11]1[CH:16]=[CH:15][C:14]([C:17]([N:19]2[CH2:24][CH2:23][N:22]([C:25]3[CH:30]=[CH:29][CH:28]=[CH:27][CH:26]=3)[CH2:21][CH2:20]2)=[O:18])=[CH:13][CH:12]=1)([O-])=O>Cl.C(OCC)C>[NH2:8][C:11]1[CH:12]=[CH:13][C:14]([C:17]([N:19]2[CH2:24][CH2:23][N:22]([C:25]3[CH:26]=[CH:27][CH:28]=[CH:29][CH:30]=3)[CH2:21][CH2:20]2)=[O:18])=[CH:15][CH:16]=1 |f:0.1.2|. Procedure details: A solution of tin chloride dihydrate (5.44 g, 24.1 mmol) in concentrated hydrochloric acid (32 ml) was added slowly to a cooled, stirred solution of (4-nitro-phenyl)-(4-phenyl-piperazin-1-yl)-methanone (1.0 g, 3.2 mmol) in anhydrous diethyl ether (32 ml). The resulting mixture was stirred for 1 hour at room temperature, then cooled and quenched carefully with 10M sodium hydroxide (aq.) until slightly basic (˜pH 9). The aqueous mixture was extracted with ethyl acetate (100 ml) and the organic ext... Reactants: N1C2C(CC1)CC=C2 (1,2,3,3a,4,6a-hexahydrocyclopenta[b]pyrrole), C1NCCC2CCCCC12 (decahydroisoquinoline), N1C2C(CC1)C2 (hexahydrocyclopropa[b]pyrrole), C1NCCC12CCCCC2 (2-azaspiro[4.5]decane), C1NCC2C1CCC2 (octahydrocyclopenta[c]pyrrole), C1NCCC12CCCC2 (2-azaspiro[4.4]nonane), N1CCC2CCC=CC12 (2,3,3a,4,5,7a-hexahydroindole), C12NCCCC23CCC1C3 (2-azatricyclo[4.3.0.16,9 ]decane), C1NCC2CCCCC12 (octahydroisoindole), N1C2C(CC1)CCCCC2 (decahydrocyclohepta[b]-pyrrole), N1CC2(CC1)C1CCC(C2)CC1 (spiro[bicyclo[2.2.2]octane-2,3'-pyrrolidine]), N1CCC2CCCCC12 (octahydroindole), N1C2C(CC1)CCC2 (octahydrocyclopenta[b]pyrrole), N1CC2(CC1)C1CCC(C2)C1 (spiro[bicyclo[2.2.1]heptane-2,3'-pyrrolidine]). The product is C1NCCC2=CC=CC=C12 (tetrahydroisoquinoline). RXN SMILES: [CH2:1]1[CH:10]2[CH:5]([CH2:6][CH2:7][CH2:8][CH2:9]2)[CH2:4][CH2:3][NH:2]1.N1C2C(CCCC2)CC1.N1CCC2CCCC12.C1C2(CCCCC2)CCN1.C1C2(CCCC2)CCN1.N1CCC2(CC3CC2CC3)C1.N1CCC2(CC3CCC2CC3)C1.C12C3CC1(CC3)CCCN2.N1CCC2CCCCCC12.N1CCC2CC12.C1C2C(CCCC2)CN1.C1C2CCCC2CN1.N1C2C(CCC=C2)CC1.N1CCC2CC=CC12>>[CH2:1]1[C:10]2[C:5](=[CH:6][CH:7]=[CH:8][CH:9]=2)[CH2:4][CH2:3][NH:2]1. Procedure details: decahydroisoquinoline (B); octahydroindole (C); octahydrocyclopenta[b]pyrrole (D); 2-azaspiro[4.5]decane (E); 2-azaspiro[4.4]nonane (F); spiro[bicyclo[2.2.1]heptane-2,3'-pyrrolidine] (G); spiro[bicyclo[2.2.2]octane-2,3'-pyrrolidine] (H); 2-azatricyclo[4.3.0.16,9 ]decane (I); decahydrocyclohepta[b]-pyrrole (J); hexahydrocyclopropa[b]pyrrole (K); octahydroisoindole (L); octahydrocyclopenta[c]pyrrole (M); 2,3,3a,4,5,7a-hexahydroindole (N); 1,2,3,3a,4,6a-hexahydrocyclopenta[b]pyrrole (O); all of whi... Reactants: ClC1=NC(=NC=N1)NC1=CC(=CC=C1)CS(=O)(=O)C (4-chloro-N-{3-[(methylsulfonyl)methyl]phenyl}-1,3,5-triazin-2-amine), FC(OC1=C(C=CC(=C1)F)B1OC(C(O1)(C)C)(C)C)F (2-[2-(difluoromethoxy)-4-fluorophenyl]-4,4,5,5-tetramethyl-1,3,2-dioxaborolane). Yields the product FC(OC1=C(C=CC(=C1)F)C1=NC(=NC=N1)NC1=CC(=CC=C1)CS(=O)(=O)C)F (4-[2-(Difluoromethoxy)-4-fluorophenyl]-N-{3-[(methylsulfonyl)methyl]phenyl}-1,3,5-triazin-2-amine). Reaction SMILES: Cl[C:2]1[N:7]=[CH:6][N:5]=[C:4]([NH:8][C:9]2[CH:14]=[CH:13][CH:12]=[C:11]([CH2:15][S:16]([CH3:19])(=[O:18])=[O:17])[CH:10]=2)[N:3]=1.[F:20][CH:21]([F:39])[O:22][C:23]1[CH:28]=[C:27]([F:29])[CH:26]=[CH:25][C:24]=1B1OC(C)(C)C(C)(C)O1>>[F:39][CH:21]([F:20])[O:22][C:23]1[CH:28]=[C:27]([F:29])[CH:26]=[CH:25][C:24]=1[C:2]1[N:7]=[CH:6][N:5]=[C:4]([NH:8][C:9]2[CH:14]=[CH:13][CH:12]=[C:11]([CH2:15][S:16]([CH3:19])(=[O:18])=[O:17])[CH:10]=2)[N:3]=1. Reported procedure: Example 15 was prepared under similar conditions as described in the preparation of Example 1 using crude 4-chloro-N-{3-[(methylsulfonyl)methyl]phenyl}-1,3,5-triazin-2-amine and 2-[2-(difluoromethoxy)-4-fluorophenyl]-4,4,5,5-tetramethyl-1,3,2-dioxaborolane (Focus Synthesis LLC). The batch was purified by preparative HPLC: Starting materials: CCCCc1c(C(=O)OCC)cc(Oc2nnnn2-c2ccccc2)c2c(OC)cccc12, CCO, [H][H], C1CCOC1. Product: CCCCc1c(C(=O)OCC)ccc2c(OC)cccc12. As a reaction SMILES: [CH2:1]([CH3:2])[O:3][C:4](=[O:5])[c:6]1[c:7]([CH2:30][CH2:31][CH2:32][CH3:33])[c:8]2[cH:9][cH:10][cH:11][c:12]([O:28][CH3:29])[c:13]2[c:14]([O:16][c:17]2[n:18](-[c:19]3[cH:20][cH:21][cH:22][cH:23][cH:24]3)[n:25][n:26][n:27]2)[cH:15]1.[CH3:41][CH2:42][OH:43].[H:34][H:35].[O:36]1[CH2:37][CH2:38][CH2:39][CH2:40]1>>[CH2:1]([CH3:2])[O:3][C:4](=[O:5])[c:6]1[c:7]([CH2:30][CH2:31][CH2:32][CH3:33])[c:8]2[cH:9][cH:10][cH:11][c:12]([O:28][CH3:29])[c:13]2[cH:14][cH:15]1. Reactants: NC(=C[N+](=O)[O-])N (1,1-diamino-2-nitroethene), C(C)(=O)CC(C)=O (acetylacetone). Yields the product NC1=NC(=CC(=C1[N+](=O)[O-])C)C (2-amino-3-nitro-4,6-dimethylpyridine). Isolated yield 52.0%. As a reaction SMILES: [NH2:1][C:2]([NH2:7])=[CH:3][N+:4]([O-:6])=[O:5].[C:8]([CH2:11][C:12](=O)[CH3:13])(=O)[CH3:9]>>[NH2:1][C:2]1[C:3]([N+:4]([O-:6])=[O:5])=[C:12]([CH3:13])[CH:11]=[C:8]([CH3:9])[N:7]=1. Reported procedure: For the example of the reaction of 1,1-diamino-2-nitroethene with acetylacetone to give 2-amino-3-nitro-4,6-dimethylpyridine, this reaction is described by Troschutz et al., in Arch. Pharm., 325 (1992), 785-789. A yield of 52 percent is described. The reactants are CCCCCCCCc1ccc(OCC(Cn2c(C(=O)OC(C)(C)C)cc3ccccc32)OC(C)=O)cc1, C[O-], CO, [Na+]. Yields the product CCCCCCCCc1ccc(OCC(O)Cn2c(C(=O)OC(C)(C)C)cc3ccccc32)cc1. RXN SMILES: [C:1]([CH3:2])([CH3:3])([CH3:4])[O:5][C:6](=[O:7])[c:8]1[n:9]([CH2:17][CH:18]([CH2:19][O:20][c:21]2[cH:22][cH:23][c:24]([CH2:27][CH2:28][CH2:29][CH2:30][CH2:31][CH2:32][CH2:33][CH3:34])[cH:25][cH:26]2)[O:35][C:36](=[O:37])[CH3:38])[c:10]2[cH:11][cH:12][cH:13][cH:14][c:15]2[cH:16]1.[CH3:39][O-:40].[CH3:42][OH:43].[Na+:41]>>[C:1]([CH3:2])([CH3:3])([CH3:4])[O:5][C:6](=[O:7])[c:8]1[n:9]([CH2:17][CH:18]([CH2:19][O:20][c:21]2[cH:22][cH:23][c:24]([CH2:27][CH2:28][CH2:29][CH2:30][CH2:31][CH2:32][CH2:33][CH3:34])[cH:25][cH:26]2)[OH:35])[c:10]2[cH:11][cH:12][cH:13][cH:14][c:15]2[cH:16]1.